This data is from the Open Reaction Database (ORD), a public repository of structured organic reaction records. The task is: describe an organic reaction: reactants, conditions, products, and yield Starting materials: ClCCCl, CN=C=S, NNc1ccnc2c(NC(=O)c3c(Cl)cccc3Cl)cccc12. Product: CNC(=S)NNc1ccnc2c(NC(=O)c3c(Cl)cccc3Cl)cccc12. RXN SMILES: [CH2:28]([Cl:29])[CH2:30][Cl:31].[CH3:24][N:25]=[C:26]=[S:27].[Cl:1][c:2]1[c:3]([C:4](=[O:5])[NH:6][c:7]2[cH:8][cH:9][cH:10][c:11]3[c:12]([NH:17][NH2:18])[cH:13][cH:14][n:15][c:16]23)[c:19]([Cl:23])[cH:20][cH:21][cH:22]1>>[Cl:1][c:2]1[c:3]([C:4](=[O:5])[NH:6][c:7]2[cH:8][cH:9][cH:10][c:11]3[c:12]([NH:17][NH:18][C:26]([NH:25][CH3:24])=[S:27])[cH:13][cH:14][n:15][c:16]23)[c:19]([Cl:23])[cH:20][cH:21][cH:22]1. The reactants are ClC1=C(C(=CC=C1)F)C1=NN(C(N1)=O)C1=CC(=C(C(=O)OC)C=C1)OC (methyl 4-(3-(2-chloro-6-fluorophenyl)-5-oxo-4,5-dihydro-1H-1,2,4-triazol-1-yl)-2-methoxybenzoate), CC1=C(C(=C(C(=C1)N)N)C)C (trimethylbenzene-1,2-diamine), C[Al](C)C (trimethyl aluminium). Run in C1(=CC=CC=C1)C (toluene). The product is ClC1=C(C(=CC=C1)F)C1=NN(C(N1)=O)C1=CC(=C(C=C1)C1=NC2=C(N1C)C=C(C(=C2)C)C)OC (3-(2-Chloro-6-fluorophenyl)-1-(3-methoxy-4-(1,5,6-trimethyl-1H-benzo[d]imidazol-2-yl)phenyl)-1H-1,2,4-triazol-5(4H)-one). As a reaction SMILES: [Cl:1][C:2]1[CH:7]=[CH:6][CH:5]=[C:4]([F:8])[C:3]=1[C:9]1[NH:13][C:12](=[O:14])[N:11]([C:15]2[CH:24]=[CH:23][C:18]([C:19](OC)=O)=[C:17]([O:25][CH3:26])[CH:16]=2)[N:10]=1.[CH3:27][C:28]1[CH:33]=[C:32]([NH2:34])[C:31]([NH2:35])=[C:30](C)[C:29]=1[CH3:37].[CH3:38][Al](C)C>C1(C)C=CC=CC=1>[Cl:1][C:2]1[CH:7]=[CH:6][CH:5]=[C:4]([F:8])[C:3]=1[C:9]1[NH:13][C:12](=[O:14])[N:11]([C:15]2[CH:24]=[CH:23][C:18]([C:19]3[N:35]([CH3:38])[C:31]4[CH:30]=[C:29]([CH3:37])[C:28]([CH3:27])=[CH:33][C:32]=4[N:34]=3)=[C:17]([O:25][CH3:26])[CH:16]=2)[N:10]=1. Reported procedure: The title compound was prepared by following the procedure as described for Example-31 by using methyl 4-(3-(2-chloro-6-fluorophenyl)-5-oxo-4,5-dihydro-1H-1,2,4-triazol-1-yl)-2-methoxybenzoate (step-2 of Intermediate-15, 0.100 g, 0.26 mmol), trimethylbenzene-1,2-diamine (Intermediate-31, 0.048 g, 0.32 mmol), trimethyl aluminium (2M solution in toluene) (0.5 mL), dry toluene (5.0 mL) to afford 0.030 g of desired product. 1H NMR (300 MHz, DMSO d6): δ 2.33 (s, 3H), 2.36 (s, 3H), 3.56 (s, 3H), 3.85 ... Starting materials: ClC1=NC=NC=2N(C(C(=NC12)OC)=O)C (4-chloro-8-methyl-6-methoxypteridin-7(8H)-one), ClC1=C(C(=NC=N1)NC1CC1)N (6-Chloro-N4-cyclopropyl-pyrimidine-4,5-diamine), methyl, 1-camphorsulfonic acid. Run in C(C)#N (acetonitrile). The product is ClC1=NC=NC=2N(C(C(=NC12)OC)=O)C1CC1 (4-chloro-8-cyclopropyl-6-methoxypteridin-7(8H)-one). As a reaction SMILES: [Cl:1][C:2]1[C:11]2[N:10]=[C:9]([O:12][CH3:13])[C:8](=[O:14])[N:7]([CH3:15])[C:6]=2[N:5]=[CH:4][N:3]=1.Cl[C:17]1N=CN=C(NC2CC2)[C:18]=1N>C(#N)C>[Cl:1][C:2]1[C:11]2[N:10]=[C:9]([O:12][CH3:13])[C:8](=[O:14])[N:7]([CH:15]3[CH2:18][CH2:17]3)[C:6]=2[N:5]=[CH:4][N:3]=1. Reported procedure: 4-chloro-8-cyclopropyl-6-methoxypteridin-7(8H)-one was prepared in the same manner as 4-chloro-8-methyl-6-methoxypteridin-7(8H)-one. The reaction of 6-Chloro-N4-cyclopropyl-pyrimidine-4,5-diamine (3.00 g, 16.2 mmol), methyl 2,2,2-trimethocyacetate (3.73 g, 22.7 mmol), 1-camphorsulfonic acid (0.754 g, 3.25 mmol) in acetonitrile (30 mL) at 80° C. for 16 hours gave 3.045 g of 4-chloro-8-cyclopropyl-6-methoxypteridin-7(8H)-one as a tan colored solid. 1H NMR (400 MHz, DMSO-d6): δ 8.75 (s, 1H), 4.01 (... The reactants are ClC1=NC=C(C(=O)Cl)C=C1 (6-chloronicotinoyl chloride), CC1=CC(=C(N)C=C1C)[N+](=O)[O-] (4,5-dimethyl-2-nitroaniline). Procedure: The title compound was prepared from 6-chloronicotinoyl chloride and 4,5-dimethyl-2-nitroaniline and was obtained as an orange solid as described in Example 1. 1H NMR (CDCl3): 11.38 (s, 1H), 9.03 (d, J=2.1, 1H), 8.72 (s, 1H), 8.24-8.21 (m, 1H), 8.07 (s, 1H), 7.52 (d, J=8.7, 1H), 2.41 (s, 3H), 2.34 (s, 3H). Yields the product ClC1=CC=C(C=N1)C(=O)NC1=C(C=C(C(=C1)C)C)[N+](=O)[O-] (6-Chloro-N-(4,5-dimethyl-2-nitrophenyl)-3-pyridinecarboxamide). As a reaction SMILES: [Cl:1][C:2]1[CH:10]=[CH:9][C:5]([C:6](Cl)=[O:7])=[CH:4][N:3]=1.[CH3:11][C:12]1[C:18]([CH3:19])=[CH:17][C:15]([NH2:16])=[C:14]([N+:20]([O-:22])=[O:21])[CH:13]=1>>[Cl:1][C:2]1[N:3]=[CH:4][C:5]([C:6]([NH:16][C:15]2[CH:17]=[C:18]([CH3:19])[C:12]([CH3:11])=[CH:13][C:14]=2[N+:20]([O-:22])=[O:21])=[O:7])=[CH:9][CH:10]=1. The reactants are ClC1=C(C(=O)O)C=CC=N1 (2-chloronicotinic acid), NC=1C=NC=CC1 (3-aminopyridine). Yields the product N1=CC(=CC=C1)NC1=C(C=O)C=CC=N1 (2-(pyridin-3-ylamino)nicotinaldehyde). RXN SMILES: Cl[C:2]1[N:10]=[CH:9][CH:8]=[CH:7][C:3]=1[C:4]([OH:6])=O.[NH2:11][C:12]1[CH:13]=[N:14][CH:15]=[CH:16][CH:17]=1>>[N:14]1[CH:15]=[CH:16][CH:17]=[C:12]([NH:11][C:2]2[N:10]=[CH:9][CH:8]=[CH:7][C:3]=2[CH:4]=[O:6])[CH:13]=1. Procedure details: The procedure of Synthetic Example 1 or partly modified processes thereof were repeated using 2-chloronicotinic acid and 3-aminopyridine to obtain 2-(pyridin-3-ylamino)nicotinaldehyde. The reactants are B, C1CCOC1, C=C(CCNC(=O)OC(C)(C)C)c1cccc(OCC2CCCCC2)c1, [Na+], [OH-], OO. The product is CC(C)(C)OC(=O)NCCC(CO)c1cccc(OCC2CCCCC2)c1. As a reaction SMILES: [BH3:27].[CH2:32]1[O:33][CH2:34][CH2:35][CH2:36]1.[CH:1]1([CH2:7][O:8][c:9]2[cH:10][c:11]([C:15]([CH2:16][CH2:17][NH:18][C:19]([O:20][C:21]([CH3:22])([CH3:23])[CH3:24])=[O:25])=[CH2:26])[cH:12][cH:13][cH:14]2)[CH2:2][CH2:3][CH2:4][CH2:5][CH2:6]1.[Na+:29].[OH-:28].[OH:30][OH:31]>>[CH:1]1([CH2:7][O:8][c:9]2[cH:10][c:11]([CH:15]([CH2:16][CH2:17][NH:18][C:19]([O:20][C:21]([CH3:22])([CH3:23])[CH3:24])=[O:25])[CH2:26][OH:28])[cH:12][cH:13][cH:14]2)[CH2:2][CH2:3][CH2:4][CH2:5][CH2:6]1.